This data is from the Open Reaction Database (ORD), a public repository of structured organic reaction records. The task is: describe an organic reaction: reactants, conditions, products, and yield The reactants are C(C1=CC=CC=C1)OC(CC1(CCCC1)C(=O)NCC(C(=O)OC(C)(C)C)CC1=CC=C(C=C1)C1=NC=CC=C1)=O (Tert-Butyl 3-(1-(2-(benzyloxy)-2-oxoethyl)cyclopentanecarboxamido)-2-(4-(pyridin-2-yl)benzyl)propanoate). Procedure details: Tert-Butyl 3-(1-(2-(benzyloxy)-2-oxoethyl)cyclopentanecarboxamido)-2-(4-(pyridin-2-yl)benzyl)propanoate was dissolved in EtOAc (5 ml) and hydrogenated with 10% Pd/C under H2 at room temperature. After 3 hours, the reaction mixture was filtered and concentrated under reduced pressure. To the obtained residue in DCM (1.00 ml) at room temperature was added TFA, and the reaction mixture was stirred at room temperature for 1 hr. The reaction mixture was concentrated under reduced pressure. The obtain... Solvent: CCOC(=O)C (EtOAc), [Pd] (Pd/C). Reaction SMILES: C([O:8][C:9](=[O:41])[CH2:10][C:11]1([C:16]([NH:18][CH2:19][CH:20]([CH2:28][C:29]2[CH:34]=[CH:33][C:32]([C:35]3[CH:40]=[CH:39][CH:38]=[CH:37][N:36]=3)=[CH:31][CH:30]=2)[C:21]([O:23]C(C)(C)C)=[O:22])=[O:17])[CH2:15][CH2:14][CH2:13][CH2:12]1)C1C=CC=CC=1>CCOC(C)=O.[Pd]>[C:9]([CH2:10][C:11]1([C:16]([NH:18][CH2:19][CH:20]([CH2:28][C:29]2[CH:30]=[CH:31][C:32]([C:35]3[CH:40]=[CH:39][CH:38]=[CH:37][N:36]=3)=[CH:33][CH:34]=2)[C:21]([OH:23])=[O:22])=[O:17])[CH2:15][CH2:14][CH2:13][CH2:12]1)([OH:41])=[O:8]. Run at time 3 hour. The product is C(=O)(O)CC1(CCCC1)C(=O)NCC(C(=O)O)CC1=CC=C(C=C1)C1=NC=CC=C1 (3-(1-(Carboxymethyl)cyclopentanecarboxamido)-2-(4-(pyridin-2-yl)benzyl)propanoic acid). Reactants: CC(=O)O, Oc1c(F)cc(I)cc1I, [Na+], O=[N+]([O-])[O-], O. Product: O=[N+]([O-])c1cc(I)cc(F)c1O. RXN SMILES: [CH3:17][C:18](=[O:19])[OH:20].[F:6][c:7]1[c:8]([OH:15])[c:9]([I:14])[cH:10][c:11]([I:13])[cH:12]1.[Na+:1].[O-:2][N+:3]([O-:4])=[O:5].[OH2:16]>>[O-:2][N+:3](=[O:5])[c:9]1[c:8]([OH:15])[c:7]([F:6])[cH:12][c:11]([I:13])[cH:10]1. Reactants: C1(=CC=CC=C1)C=1N=C(SC1C1=CC=CC=C1)CCC=1C=C(C=CC1)O (3-[2-(4,5-diphenyl-2-thiazolyl)-ethyl]phenol), BrCC(=O)OC (methyl bromoacetate). Run in C(C)#N (acetonitrile). Yields the product C1(=CC=CC=C1)C=1N=C(SC1C1=CC=CC=C1)CCC=1C=C(OCC(=O)OC)C=CC1 (methyl [3-[2-(4,5-diphenyl-2-thiazolyl)-ethyl]phenoxy]acetate). Isolated yield 84.5%. Reaction SMILES: [C:1]1([C:7]2[N:8]=[C:9]([CH2:18][CH2:19][C:20]3[CH:21]=[C:22]([OH:26])[CH:23]=[CH:24][CH:25]=3)[S:10][C:11]=2[C:12]2[CH:17]=[CH:16][CH:15]=[CH:14][CH:13]=2)[CH:6]=[CH:5][CH:4]=[CH:3][CH:2]=1.Br[CH2:28][C:29]([O:31][CH3:32])=[O:30]>C(#N)C>[C:1]1([C:7]2[N:8]=[C:9]([CH2:18][CH2:19][C:20]3[CH:21]=[C:22]([CH:23]=[CH:24][CH:25]=3)[O:26][CH2:28][C:29]([O:31][CH3:32])=[O:30])[S:10][C:11]=2[C:12]2[CH:17]=[CH:16][CH:15]=[CH:14][CH:13]=2)[CH:2]=[CH:3][CH:4]=[CH:5][CH:6]=1. Reported procedure: A mixture of 3-[2-(4,5-diphenyl-2-thiazolyl)-ethyl]phenol (3.65 g, 10 mmol), methyl bromoacetate (1.72 g, 1.06 mL, 11 mmol) potassium carbonate (1.69 g, 12 mmol) and acetonitrile (60 mL) was stirred at reflux for 90 minutes. The mixture was filtered and concentrated to leave an oil which was subjected to chromatography on a column of silica gel. Elution with a mixture of hexanes and diethyl ether (2:1) afforded methyl [3-[2-(4,5-diphenyl-2-thiazolyl)-ethyl]phenoxy]acetate (3.63 g, 82%) as an oil... The reactants are CCOCC, Cc1cc2ccccc2cc1CO, BrP(Br)Br. Yields the product Cc1cc2ccccc2cc1CBr. As a reaction SMILES: [CH3:18][CH2:19][O:20][CH2:21][CH3:22].[OH:1][CH2:2][c:3]1[cH:4][c:5]2[cH:6][cH:7][cH:8][cH:9][c:10]2[cH:11][c:12]1[CH3:13].[P:14]([Br:15])([Br:16])[Br:17]>>[CH2:2]([c:3]1[cH:4][c:5]2[cH:6][cH:7][cH:8][cH:9][c:10]2[cH:11][c:12]1[CH3:13])[Br:15]. Reactants: C#CCBr, O=C([O-])[O-], COCCOC, Cl, N#CC(C#N)CC(F)(F)C(F)(F)C(F)(F)C(F)F, [K+], [K+]. The product is C#CCC(C#N)(C#N)CC(F)(F)C(F)(F)C(F)(F)C(F)F. As a reaction SMILES: [Br:19][CH2:20][C:21]#[CH:22].[C:23](=[O:24])([O-:25])[O-:26].[CH3:30][O:31][CH2:32][CH2:33][O:34][CH3:35].[ClH:29].[F:1][C:2]([CH2:3][CH:4]([C:5]#[N:6])[C:7]#[N:8])([C:9]([C:10]([CH:11]([F:12])[F:13])([F:14])[F:15])([F:16])[F:17])[F:18].[K+:27].[K+:28]>>[F:1][C:2]([CH2:3][C:4]([C:5]#[N:6])([C:7]#[N:8])[CH2:22][C:21]#[CH:20])([C:9]([C:10]([CH:11]([F:12])[F:13])([F:14])[F:15])([F:16])[F:17])[F:18]. As a reaction SMILES: [N+:1]([C:4]1[CH:5]=[C:6]2[C:10](=[CH:11][CH:12]=1)[N:9]([CH2:13][C:14]([NH:16][C@H:17]([C:25]([O:27]CC)=[O:26])[CH2:18][C:19]1[CH:24]=[CH:23][CH:22]=[CH:21][CH:20]=1)=[O:15])[CH:8]=[CH:7]2)([O-])=O.[C:30]1([C:40]2[CH:45]=[CH:44][CH:43]=[CH:42][CH:41]=2)[CH:35]=[CH:34][C:33]([S:36](Cl)(=[O:38])=[O:37])=[CH:32][CH:31]=1>>[C:30]1([C:40]2[CH:45]=[CH:44][CH:43]=[CH:42][CH:41]=2)[CH:35]=[CH:34][C:33]([S:36]([NH:1][C:4]2[CH:5]=[C:6]3[C:10](=[CH:11][CH:12]=2)[N:9]([CH2:13][C:14]([NH:16][C@H:17]([C:25]([OH:27])=[O:26])[CH2:18][C:19]2[CH:20]=[CH:21][CH:22]=[CH:23][CH:24]=2)=[O:15])[CH:8]=[CH:7]3)(=[O:38])=[O:37])=[CH:32][CH:31]=1. Procedure: The title compound was prepared from ethyl N-[(5-nitro-1H-indol-1-yl)acetyl]-L-phenylalaninate and biphenyl-4-sulfonyl chloride following the procedures of Example 10 Step 4 & Step 5: MS (ESI) m/z 554; MS (ESI) m/z 552 The reactants are [N+](=O)([O-])C=1C=C2C=CN(C2=CC1)CC(=O)N[C@@H](CC1=CC=CC=C1)C(=O)OCC (ethyl N-[(5-nitro-1H-indol-1-yl)acetyl]-L-phenylalaninate), C1(=CC=C(C=C1)S(=O)(=O)Cl)C1=CC=CC=C1 (biphenyl-4-sulfonyl chloride). Yields the product C1(=CC=C(C=C1)S(=O)(=O)NC=1C=C2C=CN(C2=CC1)CC(=O)N[C@@H](CC1=CC=CC=C1)C(=O)O)C1=CC=CC=C1 (N-({5-[(1,1′-Biphenyl-4-ylsulfonyl)amino]-1H-indol-1-yl}acetyl)-L-phenylalanine).